Dataset: the Open Reaction Database (ORD), a public repository of structured organic reaction records. Task: describe an organic reaction: reactants, conditions, products, and yield The reactants are CCOC(=O)CCN1CCN(C(=O)C=Cc2ccc(Cl)c(Cl)c2)CCC1=O, CCO, [K+], [Li+], C1CCOC1, [OH-], O=S(=O)([O-])O. The product is O=C(O)CCN1CCN(C(=O)C=Cc2ccc(Cl)c(Cl)c2)CCC1=O. RXN SMILES: [CH2:1]([CH3:2])[O:3][C:4]([CH2:5][CH2:6][N:7]1[CH2:8][CH2:9][N:10]([C:15]([CH:16]=[CH:17][c:18]2[cH:19][c:20]([Cl:25])[c:21]([Cl:24])[cH:22][cH:23]2)=[O:26])[CH2:11][CH2:12][C:13]1=[O:14])=[O:27].[CH2:36]([OH:37])[CH3:38].[K+:35].[Li+:28].[O:39]1[CH2:40][CH2:41][CH2:42][CH2:43]1.[OH-:29].[S:30](=[O:31])(=[O:32])([OH:33])[O-:34]>>[O:3]=[C:4]([CH2:5][CH2:6][N:7]1[CH2:8][CH2:9][N:10]([C:15]([CH:16]=[CH:17][c:18]2[cH:19][c:20]([Cl:25])[c:21]([Cl:24])[cH:22][cH:23]2)=[O:26])[CH2:11][CH2:12][C:13]1=[O:14])[OH:27]. Starting materials: C(=O)(O)C1=C(C=C(C=C1)[N+](=O)[O-])S(=O)(=O)O (2-carboxy-5-nitrobenzenesulfonic acid), S(=O)(Cl)Cl (thionyl chloride), CO (methanol). The solvent is CN(C)C=O (DMF). Conditions: temperature 0 celsius, time 3 hour. The product is COC(=O)C1=C(C=C(C=C1)[N+](=O)[O-])S(=O)(=O)O (2-methoxycarbonyl-5-nitrobenzenesulfonic acid). As a reaction SMILES: [C:1]([C:4]1[CH:9]=[CH:8][C:7]([N+:10]([O-:12])=[O:11])=[CH:6][C:5]=1[S:13]([OH:16])(=[O:15])=[O:14])([OH:3])=[O:2].S(Cl)(Cl)=O.[CH3:21]O>CN(C=O)C>[CH3:21][O:2][C:1]([C:4]1[CH:9]=[CH:8][C:7]([N+:10]([O-:12])=[O:11])=[CH:6][C:5]=1[S:13]([OH:16])(=[O:15])=[O:14])=[O:3]. Procedure: A suspension of 190.0 g (0.77 mol) of 2-carboxy-5-nitrobenzenesulfonic acid, 10 ml of DMF and 250 ml (3.43 mol) of thionyl chloride is heated at boiling for 3 h. After separating off the insoluble constituents by filtration, the filtrate is concentrated. 200 ml (4.94 mol) of methanol are added to the residue which results. When addition is complete the reaction mixture is cooled to 0° C. The solid which precipitates is filtered off and dried. 70.9 g (35.3% of theory) of colorless, crystalline 2-... Reactants: CS(C)=O, ClCc1ccc(Cl)c(Cl)c1, N#CC(C#N)=CNc1cc(C(F)(F)F)cc(C(F)(F)F)c1. The product is N#CC(C#N)=CN(Cc1ccc(Cl)c(Cl)c1)c1cc(C(F)(F)F)cc(C(F)(F)F)c1. RXN SMILES: [CH3:32][S:33](=[O:34])[CH3:35].[Cl:22][c:23]1[cH:24][c:25]([CH2:26][Cl:27])[cH:28][cH:29][c:30]1[Cl:31].[F:1][C:2]([c:3]1[cH:4][c:5]([NH:6][CH:7]=[C:8]([C:9]#[N:10])[C:11]#[N:12])[cH:13][c:14]([C:16]([F:17])([F:18])[F:19])[cH:15]1)([F:20])[F:21]>>[F:1][C:2]([c:3]1[cH:4][c:5]([N:6]([CH:7]=[C:8]([C:9]#[N:10])[C:11]#[N:12])[CH2:26][c:25]2[cH:24][c:23]([Cl:22])[c:30]([Cl:31])[cH:29][cH:28]2)[cH:13][c:14]([C:16]([F:17])([F:18])[F:19])[cH:15]1)([F:20])[F:21]. The reactants are C([O-])(O)=O.[Na+] (sodium bicarbonate), C([O-])([O-])=O.[K+].[K+] (Potassium carbonate), [Cl-].[NH4+] (ammonium chloride), BrCC(C)=O (Bromoacetone), C(C)(=O)OC(C(F)(F)F)C1=CC(=NC=C1)N (1-(2-aminopyridin-4-yl)-2,2,2-trifluoroethyl acetate). The solvent is O (water), C(CCC)O (n-butanol). Run at temperature 130 celsius, time 24 hour. The product is FC(C(O)C1=CC=2N(C=C1)C=C(N2)C)(F)F (2,2,2-trifluoro-1-(2-methylimidazo[1,2-a]pyridin-7-yl)ethanol). The yield is 40.0%. Reaction SMILES: C([O:4][CH:5]([C:10]1[CH:15]=[CH:14][N:13]=[C:12]([NH2:16])[CH:11]=1)[C:6]([F:9])([F:8])[F:7])(=O)C.Br[CH2:18][C:19](=O)[CH3:20].C(=O)(O)[O-].[Na+].C(=O)([O-])[O-].[K+].[K+].[Cl-].[NH4+]>C(O)CCC.O>[F:9][C:6]([F:7])([F:8])[CH:5]([C:10]1[CH:15]=[CH:14][N:13]2[CH:18]=[C:19]([CH3:20])[N:16]=[C:12]2[CH:11]=1)[OH:4] |f:2.3,4.5.6,7.8|. Reported procedure: In n-butanol (2 mL) was dissolved 1-(2-aminopyridin-4-yl)-2,2,2-trifluoroethyl acetate (53.2 mg, 0.227 mmol) obtained in Step 2. Bromoacetone (0.042 mL, 0.45 mmol) was added and the mixture was stirred at 130° C. for 24 hours. A saturated aqueous sodium bicarbonate solution and water were added to the reaction mixture. Extraction with ethyl acetate and drying over anhydrous sodium sulfate were performed. After filtration, the solvent in the filtrate was evaporated under reduced pressure and the ... Reaction conditions: time 4 day. Procedure: To a flask containing (R)-5-(3-(1-hydroxy-2,3-dihydro-1H-inden-4-yl)-1,2,4-oxadiazol-5-yl)-2-isopropoxybenzonitrile 5 (36 mg, 0.10 mmol) in DCM (1 mL) was added pyridine (24 μL, 0.3 mmol) and acetyl chloride (21 μL, 0.3 mmol). The reaction was stirred at room temperature for 4 days. The crude reaction mixture was washed with saturated sodium bicarbonate, dried over magnesium sulfate, and purified by chromatography (EA/hexane) to give 37 mg (92%) of (R)-4-(5-(3-cyano-4-isopropoxyphenyl)-1,2,4-oxa... Run in C(Cl)Cl (DCM). Reactants: N1=CC=CC=C1 (pyridine), C(C)(=O)Cl (acetyl chloride), O[C@@H]1CCC2=C(C=CC=C12)C1=NOC(=N1)C=1C=CC(=C(C#N)C1)OC(C)C ((R)-5-(3-(1-hydroxy-2,3-dihydro-1H-inden-4-yl)-1,2,4-oxadiazol-5-yl)-2-isopropoxybenzonitrile). Product: C(C)(=O)O[C@@H]1CCC2=C(C=CC=C12)C1=NOC(=N1)C1=CC(=C(C=C1)OC(C)C)C#N ((R)-4-(5-(3-cyano-4-isopropoxyphenyl)-1,2,4-oxadiazol-3-yl)-2,3-dihydro-1H-inden-1-yl acetate). Yield: 91.7%. RXN SMILES: [OH:1][C@H:2]1[C:10]2[C:5](=[C:6]([C:11]3[N:15]=[C:14]([C:16]4[CH:17]=[CH:18][C:19]([O:24][CH:25]([CH3:27])[CH3:26])=[C:20]([CH:23]=4)[C:21]#[N:22])[O:13][N:12]=3)[CH:7]=[CH:8][CH:9]=2)[CH2:4][CH2:3]1.N1C=CC=CC=1.[C:34](Cl)(=[O:36])[CH3:35]>C(Cl)Cl>[C:34]([O:1][C@H:2]1[C:10]2[C:5](=[C:6]([C:11]3[N:15]=[C:14]([C:16]4[CH:17]=[CH:18][C:19]([O:24][CH:25]([CH3:27])[CH3:26])=[C:20]([C:21]#[N:22])[CH:23]=4)[O:13][N:12]=3)[CH:7]=[CH:8][CH:9]=2)[CH2:4][CH2:3]1)(=[O:36])[CH3:35]. Starting materials: O1C(=NC2=C1C=CC=C2)C2=CC1=C(N(C(=N1)C)C1CCC(CC1)O)C=C2 (5-(benzoxazol-2-yl)-1-(4-hydroxycyclohexyl)-2-methylbenzimidazole), C(#N)C1=C(C(=O)C(=C(C1=O)Cl)Cl)C#N (DDQ). Solvent: C(Cl)(Cl)Cl (chloroform). Conditions: time 8 hour. Product: O1C(=NC2=C1C=CC=C2)C2=CC1=C(N(C(=N1)C)C1CCC(CC1)=O)C=C2 (5-(benzoxazol-2-yl)-1-(cyclohexanon-4-yl)-2-methylbenzimidazole). The yield is 41.4%. Reaction SMILES: [O:1]1[C:5]2[CH:6]=[CH:7][CH:8]=[CH:9][C:4]=2[N:3]=[C:2]1[C:10]1[CH:26]=[CH:25][C:13]2[N:14]([CH:18]3[CH2:23][CH2:22][CH:21]([OH:24])[CH2:20][CH2:19]3)[C:15]([CH3:17])=[N:16][C:12]=2[CH:11]=1.C(C1C(=O)C(Cl)=C(Cl)C(=O)C=1C#N)#N>C(Cl)(Cl)Cl>[O:1]1[C:5]2[CH:6]=[CH:7][CH:8]=[CH:9][C:4]=2[N:3]=[C:2]1[C:10]1[CH:26]=[CH:25][C:13]2[N:14]([CH:18]3[CH2:19][CH2:20][C:21](=[O:24])[CH2:22][CH2:23]3)[C:15]([CH3:17])=[N:16][C:12]=2[CH:11]=1. Reported procedure: To a solution of 5-(benzoxazol-2-yl)-1-(4-hydroxycyclohexyl)-2-methylbenzimidazole (see Working Example 49-2) (50 mg, 0.14 mmol) in chloroform (3 mL) was added DDQ (35 mg, 0.16 mmol), and this was stirred overnight at room temperature. After the reaction was complete, this was concentrated, and the residue obtained was purified by silica gel column chromatography to yield the title compound (20 mg, 40% yield) as reddish-brown crystals. Starting materials: N#CCC(=O)[N-]Cc1ccc(O)c(O)c1, O=CC=Cc1ccc([N+](=O)[O-])cc1. Product: N#CC(=CC=Cc1ccc([N+](=O)[O-])cc1)C(=O)NCc1ccc(O)c(O)c1. Reaction SMILES: [C:14](#[N:15])[CH2:16][C:17](=[O:18])[N-:19][CH2:20][c:21]1[cH:22][c:23]([OH:28])[c:24]([OH:27])[cH:25][cH:26]1.[N+:1](=[O:2])([O-:3])[c:4]1[cH:5][cH:6][c:7]([CH:8]=[CH:9][CH:10]=[O:11])[cH:12][cH:13]1>>[N+:1](=[O:2])([O-:3])[c:4]1[cH:5][cH:6][c:7]([CH:8]=[CH:9][CH:10]=[C:16]([C:14]#[N:15])[C:17](=[O:18])[NH:19][CH2:20][c:21]2[cH:22][c:23]([OH:28])[c:24]([OH:27])[cH:25][cH:26]2)[cH:12][cH:13]1. Starting materials: FC1=C(C(=CC=C1)OCC#C)CCC (1-fluoro-2-propyl-3-prop-2-ynyloxy-benzene), [F-].[Cs+] (caesium fluoride), C(C)OCC (diethyl ether). Solvent: CCN(CC)C=1C=CC=CC1 (diethylaniline). Yields the product FC1=C(C2=C(C=C(O2)C)C=C1)CCC (6-fluoro-2-methyl-7-propyl-benzofuran). The yield is 40.0%. RXN SMILES: [F:1][C:2]1[CH:7]=[CH:6][CH:5]=[C:4]([O:8][CH2:9][C:10]#C)[C:3]=1[CH2:12][CH2:13][CH3:14].[F-].[Cs+].[CH2:17](OCC)C>CCN(C1C=CC=CC=1)CC>[F:1][C:2]1[CH:7]=[CH:6][C:5]2[CH:17]=[C:9]([CH3:10])[O:8][C:4]=2[C:3]=1[CH2:12][CH2:13][CH3:14] |f:1.2|. Procedure: A suspension of 1.5 g (7.8 mmol) of 1-fluoro-2-propyl-3-prop-2-ynyloxy-benzene and 1.7 g (11.15 mmol) of caesium fluoride in 14 ml of diethylaniline was heated at reflux in a metal bath for 4 hours. After cooling to room temperature 100 ml of diethyl ether were added thereto and insoluble constituents were filtered off. The diethyl ether phase was washed three times with 60 ml of 1 N hydrochloric acid, dried over sodium sulfate and concentrated in a vacuum. The crude product obtained was purifie... Starting materials: ClCCl, COCc1ccc(-c2nc3ccc(C)cn3c2C(O)C(=O)N(C)C)cc1, O=S(Cl)Cl. Product: COCc1ccc(-c2nc3ccc(C)cn3c2CC(=O)N(C)C)cc1. RXN SMILES: [CH2:31]([Cl:32])[Cl:33].[OH:5][CH:6]([C:7](=[O:8])[N:9]([CH3:10])[CH3:11])[c:12]1[c:13](-[c:22]2[cH:23][cH:24][c:25]([CH2:28][O:29][CH3:30])[cH:26][cH:27]2)[n:14][c:15]2[n:16]1[cH:17][c:18]([CH3:21])[cH:19][cH:20]2.[S:1]([Cl:2])([Cl:3])=[O:4]>>[CH2:6]([C:7](=[O:8])[N:9]([CH3:10])[CH3:11])[c:12]1[c:13](-[c:22]2[cH:23][cH:24][c:25]([CH2:28][O:29][CH3:30])[cH:26][cH:27]2)[n:14][c:15]2[n:16]1[cH:17][c:18]([CH3:21])[cH:19][cH:20]2. Reactants: C1CCOC1, COCOc1cc(-c2cnc3c(n2)c(C(=O)C(C)(C)C)cn3COCC[Si](C)(C)C)cc(N2CCC(C)(C)C2)c1, CN(C)CCO, CC(C)OC(=O)N=NC(=O)OC(C)C, c1ccc(P(c2ccccc2)c2ccccc2)cc1. Yields the product CN(C)CCOc1cc(-c2cnc3c(n2)c(C(=O)C(C)(C)C)cn3COCC[Si](C)(C)C)cc(N2CCC(C)(C)C2)c1. As a reaction SMILES: [CH2:80]1[O:81][CH2:82][CH2:83][CH2:84]1.[CH3:1][C:2]1([CH3:40])[CH2:3][N:4]([c:7]2[cH:8][c:9](-[c:17]3[n:18][c:19]4[c:20]([n:21][cH:22]3)[n:23]([CH2:32][O:33][CH2:34][CH2:35][Si:36]([CH3:37])([CH3:38])[CH3:39])[cH:24][c:25]4[C:26]([C:27]([CH3:28])([CH3:29])[CH3:30])=[O:31])[cH:10][c:11]([O:13][CH2:14][O:15][CH3:16])[cH:12]2)[CH2:5][CH2:6]1.[CH3:41][N:42]([CH2:43][CH2:44][OH:45])[CH3:46].[O:66]=[C:67]([O:68][CH:69]([CH3:70])[CH3:71])[N:72]=[N:73][C:74]([O:75][CH:76]([CH3:77])[CH3:78])=[O:79].[c:47]1([P:48]([c:49]2[cH:50][cH:51][cH:52][cH:53][cH:54]2)[c:55]2[cH:56][cH:57][cH:58][cH:59][cH:60]2)[cH:61][cH:62][cH:63][cH:64][cH:65]1>>[CH3:1][C:2]1([CH3:40])[CH2:3][N:4]([c:7]2[cH:8][c:9](-[c:17]3[n:18][c:19]4[c:20]([n:21][cH:22]3)[n:23]([CH2:32][O:33][CH2:34][CH2:35][Si:36]([CH3:37])([CH3:38])[CH3:39])[cH:24][c:25]4[C:26]([C:27]([CH3:28])([CH3:29])[CH3:30])=[O:31])[cH:10][c:11]([O:13][CH2:14][CH2:43][N:42]([CH3:41])[CH3:46])[cH:12]2)[CH2:5][CH2:6]1.